From a dataset of the Open Reaction Database (ORD), a public repository of structured organic reaction records. describe an organic reaction: reactants, conditions, products, and yield Reactants: Cc1ccccc1, CN(C)C=O, CN(CCO)C(=O)N1CCCC1, O=S(Cl)Cl. Product: CN(CCCl)C(=O)N1CCCC1. RXN SMILES: [CH3:13][c:14]1[cH:15][cH:16][cH:17][cH:18][cH:19]1.[CH3:24][N:25]([CH3:26])[CH:27]=[O:28].[OH:1][CH2:2][CH2:3][N:4]([C:5](=[O:6])[N:7]1[CH2:8][CH2:9][CH2:10][CH2:11]1)[CH3:12].[S:20]([Cl:21])([Cl:22])=[O:23]>>[CH2:2]([CH2:3][N:4]([C:5](=[O:6])[N:7]1[CH2:8][CH2:9][CH2:10][CH2:11]1)[CH3:12])[Cl:22].